This data is from the Open Reaction Database (ORD), a public repository of structured organic reaction records. The task is: describe an organic reaction: reactants, conditions, products, and yield Reactants: ClC1=CC=C(C=C1)[C@H]1C[C@]12C(NC1=CC=CC=C21)=O ((1S,2R)-2-(4-chlorophenyl)spiro[cyclopropane-1,3′-indolin]-2′-one), 471.2, COC(C1=CC(=CC=C1)CBr)=O (3-bromomethyl-benzoic acid methyl ester), CNC (dimethylamine), CN (methylamine). Product: ClC1=CC=C(C=C1)[C@@H]1C[C@@]12C(N(C1=CC=CC=C21)CC=2C=C(C(=O)N(C)C)C=CC2)=O ((1R,2S)-3-((2-(4-chlorophenyl)-2′-oxospiro[cyclopropane-1,3′-indoline]-1′-yl)methyl)-N,N-dimethylbenzamide). Reaction SMILES: CO[C:3](=[O:12])[C:4]1[CH:9]=[CH:8][CH:7]=[C:6]([CH2:10]Br)[CH:5]=1.[CH3:13][NH:14][CH3:15].CN.[Cl:18][C:19]1[CH:24]=[CH:23][C:22]([C@@H:25]2[C@:27]3([C:35]4[C:30](=[CH:31][CH:32]=[CH:33][CH:34]=4)[NH:29][C:28]3=[O:36])[CH2:26]2)=[CH:21][CH:20]=1>>[Cl:18][C:19]1[CH:20]=[CH:21][C:22]([C@H:25]2[C@@:27]3([C:35]4[C:30](=[CH:31][CH:32]=[CH:33][CH:34]=4)[N:29]([CH2:10][C:6]4[CH:5]=[C:4]([CH:9]=[CH:8][CH:7]=4)[C:3]([N:14]([CH3:15])[CH3:13])=[O:12])[C:28]3=[O:36])[CH2:26]2)=[CH:23][CH:24]=1. Procedure: The title compound was prepared in analogy to Example 60 starting from 3-bromomethyl-benzoic acid methyl ester, dimethylamine, methylamine (commercially available), (1R,2S) and (1S,2R)-2-(4-chlorophenyl)spiro[cyclopropane-1,3′-indolin]-2′-one prepared as in Scheme 1. LC/MS m/e calcd. for C29H27ClN2O2: 470, observed (M+H)+: 471.2 1H NMR (400 MHz, MeOD-d4) δppm 2.15-2.24 (m, 2 H) 2.90 (s, 3 H) 3.06 (s, 3 H) 3.21-3.35 (m, 1 H) 5.09 (s, 2 H) 6.05 (d, J=7.58 Hz, 1 H) 6.69 (t, J=7.58 Hz, 1 H) 6.89 (d,... Starting materials: C([O-])(O)=O.[Na+] (sodium bicarbonate), N1=CC=CC=C1 (Pyridine), FC(S(=O)(=O)OS(=O)(=O)C(F)(F)F)(F)F (trifluoromethanesulfonic anhydride), C(C)C(CC)(C1=CC(=C(C=C1)\C=C\C(C(F)(F)F)(C(F)(F)F)OCOC)C)C1=CC(=C(C=C1)O)C (4-{1-ethyl-1-[3-methyl-4-((E)-4,4,4-trifluoro-3-methoxymethoxy-3-trifluoromethyl-1-butenyl)-phenyl]-propyl}-2-methyl-phenol). Run in ClCCl (dichloromethane). Reaction conditions: temperature 0 celsius, time 30 minute. Product: C(C)C(CC)(C1=CC(=C(C=C1)\C=C\C(C(F)(F)F)(C(F)(F)F)OCOC)C)C1=CC(=C(C=C1)OS(=O)(=O)C(F)(F)F)C (Trifluoromethanesulfonic Acid 4-{1-ethyl-1-[3-methyl-4-((E)-4,4,4-trifluoro-3-methoxymethoxy-3-trifluoromethyl-1-butenyl)-phenyl]-propyl}-2-methyl-phenyl Ester). The yield is 89.3%. Reaction SMILES: N1C=CC=CC=1.FC(F)(F)S([O:12][S:13]([C:16]([F:19])([F:18])[F:17])(=[O:15])=[O:14])(=O)=O.[CH2:22]([C:24]([C:49]1[CH:54]=[CH:53][C:52](O)=[C:51]([CH3:56])[CH:50]=1)([C:27]1[CH:32]=[CH:31][C:30](/[CH:33]=[CH:34]/[C:35]([O:44][CH2:45][O:46][CH3:47])([C:40]([F:43])([F:42])[F:41])[C:36]([F:39])([F:38])[F:37])=[C:29]([CH3:48])[CH:28]=1)[CH2:25][CH3:26])[CH3:23].C(=O)(O)[O-].[Na+]>ClCCl>[CH2:22]([C:24]([C:49]1[CH:54]=[CH:53][C:52]([O:12][S:13]([C:16]([F:17])([F:18])[F:19])(=[O:14])=[O:15])=[C:51]([CH3:56])[CH:50]=1)([C:27]1[CH:32]=[CH:31][C:30](/[CH:33]=[CH:34]/[C:35]([O:44][CH2:45][O:46][CH3:47])([C:40]([F:42])([F:43])[F:41])[C:36]([F:38])([F:39])[F:37])=[C:29]([CH3:48])[CH:28]=1)[CH2:25][CH3:26])[CH3:23] |f:3.4|. Reported procedure: Pyridine (0.513 mL, 6.36 mmol) and trifluoromethanesulfonic anhydride (0.835 mL, 5.09 mmol) were added to a solution of 4-{1-ethyl-1-[3-methyl-4-((E)-4,4,4-trifluoro-3-methoxymethoxy-3-trifluoromethyl-1-butenyl)-phenyl]-propyl}-2-methyl-phenol (Example 26-(2); 2.14 g, 4.24 mmol) in dichloromethane (20 mL) in a nitrogen atmosphere at 0° C., and the mixture was stirred at 0° C. for 30 minutes. The reaction mixture was then poured into a saturated aqueous sodium bicarbonate solution, followed by ex... The reactants are CCO, CCOC(=O)COc1nc(C)c([N+](=O)[O-])c(C)n1. Product: CCOC(=O)COc1nc(C)c(N)c(C)n1. Reaction SMILES: [CH3:19][CH2:20][OH:21].[CH3:1][c:2]1[n:3][c:4]([O:12][CH2:13][C:14](=[O:15])[O:16][CH2:17][CH3:18])[n:5][c:6]([CH3:11])[c:7]1[N+:8]([O-:9])=[O:10]>>[CH3:1][c:2]1[n:3][c:4]([O:12][CH2:13][C:14](=[O:15])[O:16][CH2:17][CH3:18])[n:5][c:6]([CH3:11])[c:7]1[NH2:8]. Starting materials: CCCCS(=O)(=O)Oc1ccc(CCCc2ccc(CCC(=O)OC)cc2OCc2cccc(F)c2)cc1OC, CC(=O)O, CO, [Li+], C1CCOC1, [OH-], O, O, O. Yields the product CCCCS(=O)(=O)Oc1ccc(CCCc2ccc(CCC(=O)O)cc2OCc2cccc(F)c2)cc1OC. RXN SMILES: [CH2:4]([CH2:5][CH2:6][CH3:7])[S:8](=[O:9])(=[O:10])[O:11][c:12]1[c:13]([O:42][CH3:43])[cH:14][c:15]([CH2:18][CH2:19][CH2:20][c:21]2[c:22]([O:33][CH2:34][c:35]3[cH:36][c:37]([F:41])[cH:38][cH:39][cH:40]3)[cH:23][c:24]([CH2:27][CH2:28][C:29](=[O:30])[O:31][CH3:32])[cH:25][cH:26]2)[cH:16][cH:17]1.[CH3:45][C:46](=[O:47])[OH:48].[CH3:50][OH:51].[Li+:3].[O:52]1[CH2:53][CH2:54][CH2:55][CH2:56]1.[OH-:2].[OH2:1].[OH2:44].[OH2:49]>>[CH2:4]([CH2:5][CH2:6][CH3:7])[S:8](=[O:9])(=[O:10])[O:11][c:12]1[c:13]([O:42][CH3:43])[cH:14][c:15]([CH2:18][CH2:19][CH2:20][c:21]2[c:22]([O:33][CH2:34][c:35]3[cH:36][c:37]([F:41])[cH:38][cH:39][cH:40]3)[cH:23][c:24]([CH2:27][CH2:28][C:29](=[O:30])[OH:31])[cH:25][cH:26]2)[cH:16][cH:17]1. The reactants are ClC=1SC(=CN1)CN1C(N(COC1)C)=N[N+](=O)[O-] (5-(2-chlorothiazol-5-ylmethyl)-3-methyl4-nitroimino-perhydro-1,3,5-oxadiazine), [OH-].[Na+] (caustic soda). Solvent: Cl (hydrochloric acid). Reaction conditions: temperature 80 celsius, time 2 hour. Product: ClC=1SC(=CN1)CNC(=N[N+](=O)[O-])NC (1-(2-chlorothiazol-5-ylmethyl)-2-nitro-3-methyl-guanidine). As a reaction SMILES: [Cl:1][C:2]1[S:3][C:4]([CH2:7][N:8]2CO[CH2:11][N:10](C)[C:9]2=[N:15][N+:16]([O-:18])=[O:17])=[CH:5][N:6]=1.[OH-].[Na+]>Cl>[Cl:1][C:2]1[S:3][C:4]([CH2:7][NH:8][C:9]([NH:10][CH3:11])=[N:15][N+:16]([O-:18])=[O:17])=[CH:5][N:6]=1 |f:1.2|. Procedure details: A mixture of 5.0 g of 5-(2-chlorothiazol-5-ylmethyl)-3-methyl4-nitroimino-perhydro-1,3,5-oxadiazine and 20 ml of concentrated hydrochloric acid is stirred for 2 hours at 80° C. The reaction mixture is cooled to 5° C., adjusted to a pH of about 5 with concentrated caustic soda solution and filtered. The filtering residue is mixed with diethyl ether/ethyl acetate 1:1 (v:v) and filtered again. The title compound is thus obtained. The reactants are C1(O)=CC(O)=CC(O)=C1 (phloroglucinol), ClC1=CC=C(CC(C(=O)OCC)C(=O)C)C=C1 (ethyl 2-(4-chlorobenzyl)acetoacetate), Cl (HCl). The solvent is C(C)O (ethanol). Product: ClC1=CC=C(CC=2C(OC3=C(C2C)C(=CC(=C3)O)O)=O)C=C1 (3-(4-Chlorobenzyl)-5,7-dihydroxy-4-methyl-2H-1-benzopyran-2-one). As a reaction SMILES: [C:1]1([CH:9]=[C:7]([OH:8])[CH:6]=[C:4]([OH:5])[CH:3]=1)[OH:2].[Cl:10][C:11]1[CH:26]=[CH:25][C:14]([CH2:15][CH:16]([C:22]([CH3:24])=O)[C:17](OCC)=[O:18])=[CH:13][CH:12]=1.Cl>C(O)C>[Cl:10][C:11]1[CH:12]=[CH:13][C:14]([CH2:15][C:16]2[C:17](=[O:18])[O:2][C:1]3[CH:9]=[C:7]([OH:8])[CH:6]=[C:4]([OH:5])[C:3]=3[C:22]=2[CH3:24])=[CH:25][CH:26]=1. Procedure details: A solution of phloroglucinol (1.57 g) and ethyl 2-(4-chlorobenzyl)acetoacetate (3.18 g) in ethanol (25 ml) was treated with dry HCl at 0° C. for 1.5 hours and the solution was kept at that temperature overnight. Solvent was evaporated and the precipitate triturated with water. Yield 3.87 g (98%). Melting point 270-278° C. Reactants: S(O)(O)(=O)=O (sulfuric acid), CO (methanol), C(C)OC(C(CCC1=CC=CC=C1)=NO)=O (2-hydroxyimino-4-phenyl butyric acid ethyl ester), B.[Na] (sodium boron hydride). The solvent is COCCOC (DME), COCCOC (1,2-dimethoxyethane). Conditions: temperature 62 celsius, time 5 hour. Product: NC(CO)CCC1=CC=CC=C1 ((RS)-2-amino-4-phenyl-1-butanol). Reaction SMILES: C([O:3][C:4](=O)[C:5](=[N:14]O)[CH2:6][CH2:7][C:8]1[CH:13]=[CH:12][CH:11]=[CH:10][CH:9]=1)C.B.[Na].S(=O)(=O)(O)O.CO>COCCOC>[NH2:14][CH:5]([CH2:6][CH2:7][C:8]1[CH:13]=[CH:12][CH:11]=[CH:10][CH:9]=1)[CH2:4][OH:3] |f:1.2,^1:17|. Reported procedure: 33.2 g (0.15 mole) 2-hydroxyimino-4-phenyl butyric acid ethyl ester were steadily introduced under agitation into a suspension of 24.15 g (0.64 mole) sodium boron hydride in 200 ml 1,2-dimethoxyethane (DME). Within 1 h a solution of 17.2 ml (0.32 mole) conc. sulfuric acid in 60 ml DME was added dropwise thereto, during which the temperature was maintained at 20°-30° C. The mixture was subsequently heated slowly to 62° C., then agitated 5 h at this temperature and cooled overnight under agitation...